This data is from the Open Reaction Database (ORD), a public repository of structured organic reaction records. The task is: describe an organic reaction: reactants, conditions, products, and yield The reactants are ClCCl, COc1ccc(CNc2ccc(S(=O)(=O)Nc3nccs3)c(F)c2)c(OC)c1, O=C(O)C(F)(F)F. Product: Nc1ccc(S(=O)(=O)Nc2nccs2)c(F)c1. As a reaction SMILES: [CH2:36]([Cl:37])[Cl:38].[CH3:8][O:9][c:10]1[cH:11][c:12]([O:30][CH3:31])[cH:32][cH:33][c:34]1[CH2:35][NH:13][c:14]1[cH:15][c:16]([F:29])[c:17]([S:20](=[O:21])(=[O:22])[NH:23][c:24]2[s:25][cH:26][cH:27][n:28]2)[cH:18][cH:19]1.[OH:1][C:2]([C:3]([F:4])([F:5])[F:6])=[O:7]>>[NH2:13][c:14]1[cH:15][c:16]([F:29])[c:17]([S:20](=[O:21])(=[O:22])[NH:23][c:24]2[s:25][cH:26][cH:27][n:28]2)[cH:18][cH:19]1. The reactants are N(N)C=1C2=C(N=C(N1)SC)N(C=C2)[C@H]2[C@@H](OCC1=CC=CC=C1)[C@H](OCC1=CC=CC=C1)[C@H](O2)COCC2=CC=CC=C2 (4-hydrazino-2-methylmercapto-7-(2,3,5-tri-O-benzyl-β-D-arabinofuranosyl)-7H-pyrrolo[2,3-d]pyrimidine). The reagents and catalysts are [Ni] (Raney nickel), [Ni] (Raney nickel). The solvent is C(C)O (ethanol). Conditions: time 2 hour. Yields the product C(C1=CC=CC=C1)O[C@@H]1[C@@H](O[C@@H]([C@H]1OCC1=CC=CC=C1)COCC1=CC=CC=C1)N1C=CC2=C1N=CN=C2N (7-(2,3,5-tri-O-benzyl-β-D-arabinofuranosyl)-7H-pyrrolo[2,3-d]pyrimidin-4-amine). The yield is 76.6%. Reaction SMILES: [NH:1]([C:3]1[C:4]2[CH:13]=[CH:12][N:11]([C@@H:14]3[O:34][C@H:33]([CH2:35][O:36][CH2:37][C:38]4[CH:43]=[CH:42][CH:41]=[CH:40][CH:39]=4)[C@@H:24]([O:25][CH2:26][C:27]4[CH:32]=[CH:31][CH:30]=[CH:29][CH:28]=4)[C@@H:15]3[O:16][CH2:17][C:18]3[CH:23]=[CH:22][CH:21]=[CH:20][CH:19]=3)[C:5]=2[N:6]=[C:7](SC)[N:8]=1)N>[Ni].C(O)C>[CH2:17]([O:16][C@H:15]1[C@H:24]([O:25][CH2:26][C:27]2[CH:28]=[CH:29][CH:30]=[CH:31][CH:32]=2)[C@@H:33]([CH2:35][O:36][CH2:37][C:38]2[CH:43]=[CH:42][CH:41]=[CH:40][CH:39]=2)[O:34][C@H:14]1[N:11]1[C:5]2[N:6]=[CH:7][N:8]=[C:3]([NH2:1])[C:4]=2[CH:13]=[CH:12]1)[C:18]1[CH:23]=[CH:22][CH:21]=[CH:20][CH:19]=1. Reported procedure: A mixture of 48 g of 4-hydrazino-2-methylmercapto-7-(2,3,5-tri-O-benzyl-β-D-arabinofuranosyl)-7H-pyrrolo[2,3-d]pyrimidine, 500 ml of ethanol, and 100 g of Raney nickel suspension is stirred and heated under reflux for one hour. An additional 100 g of Raney nickel is added and stirring and heating is continued for two hours. The hot suspension is filtered and the filter cake is washed with ethyl acetate. The combined dried filtrates are evaporated in vacuo to 43 g of dark syrup. Chromatography of... The reactants are CC(C)(C)OC(=O)N1CCC(Cc2csc(Nc3ncc(Br)cc3Oc3ccccc3)n2)C1=O, C1CCOC1, [Na+], [OH-]. Yields the product CC(C)(C)OC(=O)NCCC(Cc1csc(Nc2ncc(Br)cc2Oc2ccccc2)n1)C(=O)O. RXN SMILES: [Br:1][c:2]1[cH:3][c:4]([O:28][c:29]2[cH:30][cH:31][cH:32][cH:33][cH:34]2)[c:5]([NH:8][c:9]2[s:10][cH:11][c:12]([CH2:14][CH:15]3[C:16](=[O:27])[N:17]([C:20](=[O:21])[O:22][C:23]([CH3:24])([CH3:25])[CH3:26])[CH2:18][CH2:19]3)[n:13]2)[n:6][cH:7]1.[CH2:37]1[O:38][CH2:39][CH2:40][CH2:41]1.[Na+:36].[OH-:35]>>[Br:1][c:2]1[cH:3][c:4]([O:28][c:29]2[cH:30][cH:31][cH:32][cH:33][cH:34]2)[c:5]([NH:8][c:9]2[s:10][cH:11][c:12]([CH2:14][CH:15]([C:16]([OH:27])=[O:35])[CH2:19][CH2:18][NH:17][C:20](=[O:21])[O:22][C:23]([CH3:24])([CH3:25])[CH3:26])[n:13]2)[n:6][cH:7]1. Starting materials: C(C)(C)(C)OC(=O)N1CC(C1)C=1OC(=CN1)C (3-(5-methyl-oxazol-2-yl)-azetidine-1-carboxylic acid tert-butyl ester), Cl (HCl). The solvent is O1CCOCC1 (dioxane). Run at time 1 hour. The product is Cl.N1CC(C1)C=1OC(=CN1)C (2-Azetidin-3-yl-5-methyl-oxazole hydrochloride), Cl (HCl). As a reaction SMILES: C(OC([N:8]1[CH2:11][CH:10]([C:12]2[O:13][C:14]([CH3:17])=[CH:15][N:16]=2)[CH2:9]1)=O)(C)(C)C.[ClH:18]>O1CCOCC1>[ClH:18].[NH:8]1[CH2:11][CH:10]([C:12]2[O:13][C:14]([CH3:17])=[CH:15][N:16]=2)[CH2:9]1.[ClH:18] |f:3.4|. Procedure: To 57 mg (0.24 mmol) 3-(5-methyl-oxazol-2-yl)-azetidine-1-carboxylic acid tert-butyl ester was added 2 mL (8 mmol) HCl in dioxane (4 M), and the reaction was stirred at room temperature for 1 hour. The solvent was evaporated to give the desired product as a HCl salt, which was used for the next step without further purification. Starting materials: C1CCC2=NCCCN2CC1, COCCOC, CC(C)NC(=O)c1ccc(CN)cc1, Cl, CS(=O)c1nc(N)nc(-c2ccco2)c1C#N. Yields the product CC(C)NC(=O)c1ccc(CNc2nc(N)nc(-c3ccco3)c2C#N)cc1. RXN SMILES: [CH2:33]1[CH2:34][CH2:35][C:36]2=[N:41][CH2:40][CH2:39][CH2:38][N:37]2[CH2:42][CH2:43]1.[CH3:44][O:45][CH2:46][CH2:47][O:48][CH3:49].[CH:19]([CH3:20])([CH3:21])[NH:22][C:23]([c:24]1[cH:25][cH:26][c:27]([CH2:30][NH2:31])[cH:28][cH:29]1)=[O:32].[ClH:18].[NH2:1][c:2]1[n:3][c:4]([S:15]([CH3:16])=[O:17])[c:5]([C:13]#[N:14])[c:6](-[c:8]2[o:9][cH:10][cH:11][cH:12]2)[n:7]1>>[NH2:1][c:2]1[n:3][c:4]([NH:31][CH2:30][c:27]2[cH:26][cH:25][c:24]([C:23]([NH:22][CH:19]([CH3:20])[CH3:21])=[O:32])[cH:29][cH:28]2)[c:5]([C:13]#[N:14])[c:6](-[c:8]2[o:9][cH:10][cH:11][cH:12]2)[n:7]1.